describe an organic reaction: reactants, conditions, products, and yield From a dataset of the Open Reaction Database (ORD), a public repository of structured organic reaction records. Starting materials: COC=1C=C(C(=O)OC)C=C(C1OCC)OC (methyl 3,5-dimethoxy-4-ethoxy-benzoate), Cl (hydrochloric acid), aqueous solution, [OH-].[Na+] (sodium hydroxide). Solvent: CO (methanol). Reaction conditions: time 1 hour. Product: COC=1C=C(C(=O)O)C=C(C1OCC)OC (3,5-dimethoxy-4-ethoxy-benzoic acid). RXN SMILES: [CH3:1][O:2][C:3]1[CH:4]=[C:5]([CH:10]=[C:11]([O:16][CH3:17])[C:12]=1[O:13][CH2:14][CH3:15])[C:6]([O:8]C)=[O:7].[OH-].[Na+].Cl>CO>[CH3:1][O:2][C:3]1[CH:4]=[C:5]([CH:10]=[C:11]([O:16][CH3:17])[C:12]=1[O:13][CH2:14][CH3:15])[C:6]([OH:8])=[O:7] |f:1.2|. Reported procedure: Combine methyl 3,5-dimethoxy-4-ethoxy-benzoate (2.13 g, 9,421 mmol) and methanol (30 mL). Add a 1M aqueous solution of sodium hydroxide (50 mL, 50 mmol). After 1 hour, acidify the reaction mixture using a 1M aqueous hydrochloric acid solution, extract with ethyl acetate. Dry the organic layer over MgSO4, filtered and evaporated in vacuo to give the title compound. Yields the product O=C(O)COc1ccc(Cn2nnc(-c3cccc(C#CCc4ccc(F)cc4)c3)n2)cc1. The reactants are CC(C)(C)OC(=O)COc1ccc(Cn2nnc(-c3cccc(C#CCc4ccc(F)cc4)c3)n2)cc1, O=C(O)C(F)(F)F. RXN SMILES: [C:1]([CH3:2])([CH3:3])([CH3:4])[O:5][C:6]([CH2:7][O:8][c:9]1[cH:10][cH:11][c:12]([CH2:15][n:16]2[n:17][c:18](-[c:21]3[cH:22][c:23]([C:27]#[C:28][CH2:29][c:30]4[cH:31][cH:32][c:33]([F:36])[cH:34][cH:35]4)[cH:24][cH:25][cH:26]3)[n:19][n:20]2)[cH:13][cH:14]1)=[O:37].[OH:38][C:39]([C:40]([F:41])([F:42])[F:43])=[O:44]>>[O:5]=[C:6]([CH2:7][O:8][c:9]1[cH:10][cH:11][c:12]([CH2:15][n:16]2[n:17][c:18](-[c:21]3[cH:22][c:23]([C:27]#[C:28][CH2:29][c:30]4[cH:31][cH:32][c:33]([F:36])[cH:34][cH:35]4)[cH:24][cH:25][cH:26]3)[n:19][n:20]2)[cH:13][cH:14]1)[OH:37].